From a dataset of the Open Reaction Database (ORD), a public repository of structured organic reaction records. describe an organic reaction: reactants, conditions, products, and yield Reactants: N#CCCCCn1ccc([N+](=O)[O-])n1, [Na+], [OH-], O, O=S(=O)(O)O. The product is NC(=O)CCCCn1ccc([N+](=O)[O-])n1. RXN SMILES: [N+:1](=[O:2])([O-:3])[c:4]1[n:5][n:6]([CH2:9][CH2:10][CH2:11][CH2:12][C:13]#[N:14])[cH:7][cH:8]1.[Na+:16].[OH-:15].[OH2:22].[S:17](=[O:18])(=[O:19])([OH:20])[OH:21]>>[N+:1](=[O:2])([O-:3])[c:4]1[n:5][n:6]([CH2:9][CH2:10][CH2:11][CH2:12][C:13]([NH2:14])=[O:15])[cH:7][cH:8]1.